Dataset: the Open Reaction Database (ORD), a public repository of structured organic reaction records. Task: describe an organic reaction: reactants, conditions, products, and yield Starting materials: CC(C)(C)OC(=O)N1CC=CC1, O=C(OO)c1cccc(Cl)c1, ClCCl. Product: CC(C)(C)OC(=O)[N+]1([O-])CC=CC1. As a reaction SMILES: [C:1](=[O:2])([O:3][C:4]([CH3:5])([CH3:6])[CH3:7])[N:8]1[CH2:9][CH:10]=[CH:11][CH2:12]1.[Cl:13][c:14]1[cH:15][cH:16][cH:17][c:18]([C:19]([O:20][OH:22])=[O:21])[cH:23]1.[Cl:24][CH2:25][Cl:26]>>[C:1](=[O:2])([O:3][C:4]([CH3:5])([CH3:6])[CH3:7])[N+:8]1([O-:21])[CH2:9][CH:10]=[CH:11][CH2:12]1. Starting materials: COC(=O)CCCCCN1C(=C(C2=CC(=CC=C12)Cl)C)C=1C=NC=CC1 (1-(5-methoxycarbonylpentyl)-5-chloro-3-methyl-2-(3-pyridyl)indole), [H-].[Al+3].[Li+].[H-].[H-].[H-] (lithium aluminum hydride), [Cl-].[NH4+] (ammonium chloride). The solvent is O1CCCC1 (tetrahydrofuran), O1CCCC1 (tetrahydrofuran). Reaction conditions: time 1 hour. The product is O.Cl.OCCCCCCN1C(=C(C2=CC(=CC=C12)Cl)C)C=1C=NC=CC1.OCCCCCCN1C(=C(C2=CC(=CC=C12)Cl)C)C=1C=NC=CC1.Cl (1-(6-Hydroxyhexyl)-5-chloro-3-methyl-2-(3-pyridyl)indole hydrochloride hemihydrate). Reaction SMILES: [H-].[Al+3].[Li+].[H-].[H-].[H-].C[O:8][C:9]([CH2:11][CH2:12][CH2:13][CH2:14][CH2:15][N:16]1[C:24]2[C:19](=[CH:20][C:21]([Cl:25])=[CH:22][CH:23]=2)[C:18]([CH3:26])=[C:17]1[C:27]1[CH:28]=[N:29][CH:30]=[CH:31][CH:32]=1)=O.[Cl-:33].[NH4+]>O1CCCC1>[OH2:8].[ClH:25].[OH:8][CH2:9][CH2:11][CH2:12][CH2:13][CH2:14][CH2:15][N:16]1[C:24]2[C:19](=[CH:20][C:21]([Cl:25])=[CH:22][CH:23]=2)[C:18]([CH3:26])=[C:17]1[C:27]1[CH:28]=[N:29][CH:30]=[CH:31][CH:32]=1.[OH:8][CH2:9][CH2:11][CH2:12][CH2:13][CH2:14][CH2:15][N:16]1[C:24]2[C:19](=[CH:20][C:21]([Cl:25])=[CH:22][CH:23]=2)[C:18]([CH3:26])=[C:17]1[C:27]1[CH:28]=[N:29][CH:30]=[CH:31][CH:32]=1.[ClH:33] |f:0.1.2.3.4.5,7.8,10.11.12.13.14|. Reported procedure: To a suspension of 0.49 g of lithium aluminum hydride in 50 ml of anhydrous tetrahydrofuran under nitrogen was added dropwise at room temperature a solution of 3.92 g of 1-(5-methoxycarbonylpentyl)-5-chloro-3-methyl-2-(3-pyridyl)indole in 30 ml of anhydrous tetrahydrofuran. After addition was complete the suspension was stirred for 1 hour at room temperature, and 50 ml of a saturated ammonium chloride solution was added. The reaction mixture was allowed to stand at room temperature overnight and... Solvent: C1CCOC1 (THF). As a reaction SMILES: Br[CH2:2][C:3]1[CH:8]=[C:7]([C:9]([F:12])([F:11])[F:10])[CH:6]=[C:5]([C:13]([F:16])([F:15])[F:14])[CH:4]=1.[Cl:17][C:18]1[CH:23]=[CH:22][C:21]([C:24]2([C:28]([N:30]3[CH2:35][CH2:34][CH2:33][CH:32]([OH:36])[CH2:31]3)=O)[CH2:27][CH2:26][CH2:25]2)=[CH:20][CH:19]=1.CCOCC.[H-].[Al+3].[Li+].[H-].[H-].[H-]>C1COCC1>[F:14][C:13]([F:16])([F:15])[C:5]1[CH:4]=[C:3]([CH:8]=[C:7]([C:9]([F:12])([F:11])[F:10])[CH:6]=1)[CH2:2][O:36][CH:32]1[CH2:33][CH2:34][CH2:35][N:30]([CH2:28][C:24]2([C:21]3[CH:22]=[CH:23][C:18]([Cl:17])=[CH:19][CH:20]=3)[CH2:27][CH2:26][CH2:25]2)[CH2:31]1 |f:3.4.5.6.7.8|. Run at temperature 0 celsius, time 30 minute. The reactants are compound, BrCC1=CC(=CC(=C1)C(F)(F)F)C(F)(F)F (1-Bromomethyl-3,5-bis-trifluoromethyl-benzene), [H-].[Al+3].[Li+].[H-].[H-].[H-] (lithium aluminum hydride), ClC1=CC=C(C=C1)C1(CCC1)C(=O)N1CC(CCC1)O ([1-(4-Chloro-phenyl)-cyclobutyl]-(3-hydroxy-piperidin-1-yl)-methanone), CCOCC (ether). Yields the product FC(C=1C=C(COC2CN(CCC2)CC2(CCC2)C2=CC=C(C=C2)Cl)C=C(C1)C(F)(F)F)(F)F (3-(3,5-Bis-trifluoromethyl-benzyloxy)-1-[1-(4-chloro-phenyl)-cyclobutylmethyl]-piperidine). Procedure: Following the procedure described in Example 72, 1-Bromomethyl-3,5-bis-trifluoromethyl-benzene was used to alkylate 56 mg (0.19 mmol) of [1-(4-Chloro-phenyl)-cyclobutyl]-(3-hydroxy-piperidin-1-yl)-methanone, forming the ether adduct [3-(3,5-Bis-trifluoromethyl-benzyloxy)-piperidin-1-yl]-[1-(4-chloro-phenyl)-cyclobutyl]-methanone (39 mg, 39%). A portion of this compound (22 mg, 0.043 mmol) was dissolved in 1 mL of THF and excess lithium aluminum hydride (16 mg, ca. 10 equivalents) was added. The ... Reactants: CN, CC(c1ccc(-c2cccc(C(=O)O)n2)cc1)N1CCC(CC(C)(C)O)(c2ccccc2)OC1=O. Product: CNC(=O)c1cccc(-c2ccc(C(C)N3CCC(CC(C)(C)O)(c4ccccc4)OC3=O)cc2)n1. As a reaction SMILES: [CH3:36][NH2:37].[OH:1][C:2]([CH2:3][C:4]1([c:28]2[cH:29][cH:30][cH:31][cH:32][cH:33]2)[CH2:5][CH2:6][N:7]([CH:11]([CH3:12])[c:13]2[cH:14][cH:15][c:16](-[c:19]3[cH:20][cH:21][cH:22][c:23]([C:25](=[O:26])[OH:27])[n:24]3)[cH:17][cH:18]2)[C:8](=[O:10])[O:9]1)([CH3:34])[CH3:35]>>[OH:1][C:2]([CH2:3][C:4]1([c:28]2[cH:29][cH:30][cH:31][cH:32][cH:33]2)[CH2:5][CH2:6][N:7]([CH:11]([CH3:12])[c:13]2[cH:14][cH:15][c:16](-[c:19]3[cH:20][cH:21][cH:22][c:23]([C:25](=[O:26])[NH:37][CH3:36])[n:24]3)[cH:17][cH:18]2)[C:8](=[O:10])[O:9]1)([CH3:34])[CH3:35].